This data is from the Open Reaction Database (ORD), a public repository of structured organic reaction records. The task is: describe an organic reaction: reactants, conditions, products, and yield The reactants are [OH-].[Na+] (sodium hydroxide), C(C)O (ethanol), Cl.NO (hydroxylamine hydrochloride), [OH-].[Na+] (sodium hydroxide), O=C1CC(CC1)C1=C(C=C2C(C=CN(C2=C1)C1CC1)=O)F (7-(3 oxocyclopentyl)-1-cyclopropyl-6-fluoro-1,4-dihydro-4-oxoquinoline). Solvent: O (water). Product: N(O)=C1CC(CC1)C1=C(C=C2C(C(=CN(C2=C1)C1CC1)C(=O)O)=O)F (7-[(3-Oximino)cyclopentyl]-1-cyclopropyl-6-fluoro-1,4-dihydro-4-oxoquinoline-3-carboxylic acid). Reaction SMILES: Cl.[NH2:2][OH:3].[OH-:4].[Na+].O=[C:7]1[CH2:11][CH2:10][CH:9]([C:12]2[CH:21]=[C:20]3[C:15]([C:16](=[O:25])[CH:17]=[CH:18][N:19]3[CH:22]3[CH2:24][CH2:23]3)=[CH:14][C:13]=2[F:26])[CH2:8]1.[CH2:27]([OH:29])C>O>[N:2](=[C:7]1[CH2:11][CH2:10][CH:9]([C:12]2[CH:21]=[C:20]3[C:15]([C:16](=[O:25])[C:17]([C:27]([OH:29])=[O:4])=[CH:18][N:19]3[CH:22]3[CH2:24][CH2:23]3)=[CH:14][C:13]=2[F:26])[CH2:8]1)[OH:3] |f:0.1,2.3|. Procedure details: A solution of 3.8 g (55 mol) of hydroxylamine hydrochloride in 100 ml of water was neutralized by the addition of 55 ml (55 mmol) of 1.0 N sodium hydroxide. To this was added a suspension of 16.5 g (50 mmol) of 7-(3 oxocyclopentyl)-1-cyclopropyl-6-fluoro-1,4-dihydro-4-oxoquinoline acid in a mixture of 150 ml of ethanol and 50 ml (50 mmol) of 1.0 N sodium hydroxide. The reaction mixture was heated at 60° for 4 hours and then at room temperature overnight. The alcohol was removed in vacuo and the ...